This data is from the Open Reaction Database (ORD), a public repository of structured organic reaction records. The task is: describe an organic reaction: reactants, conditions, products, and yield Starting materials: ClC(Cl)Cl, CC(C)(C)OC(=O)NC(Cc1ccc(CC(F)(F)C(F)(F)F)cc1)C(O)c1cccc(Cl)c1, O=C(O)C(F)(F)F. Product: NC(Cc1ccc(CC(F)(F)C(F)(F)F)cc1)C(O)c1cccc(Cl)c1. Reaction SMILES: [CH:41]([Cl:42])([Cl:43])[Cl:44].[Cl:1][c:2]1[cH:3][c:4]([CH:8]([CH:9]([CH2:10][c:11]2[cH:12][cH:13][c:14]([CH2:17][C:18]([C:19]([F:20])([F:21])[F:22])([F:23])[F:24])[cH:15][cH:16]2)[NH:25][C:26](=[O:27])[O:28][C:29]([CH3:30])([CH3:31])[CH3:32])[OH:33])[cH:5][cH:6][cH:7]1.[OH:34][C:35]([C:36]([F:37])([F:38])[F:39])=[O:40]>>[Cl:1][c:2]1[cH:3][c:4]([CH:8]([CH:9]([CH2:10][c:11]2[cH:12][cH:13][c:14]([CH2:17][C:18]([C:19]([F:20])([F:21])[F:22])([F:23])[F:24])[cH:15][cH:16]2)[NH2:25])[OH:33])[cH:5][cH:6][cH:7]1.